This data is from the Open Reaction Database (ORD), a public repository of structured organic reaction records. The task is: describe an organic reaction: reactants, conditions, products, and yield Reaction SMILES: [N+:1]([C:4]1[CH:9]=[CH:8][CH:7]=[C:6]([OH:10])[C:5]=1[OH:11])([O-:3])=[O:2].[O:12]1[CH:17]=[CH:16][CH2:15][CH2:14][CH2:13]1>C1C=CC=CC=1.O.C1(C)C=CC(S(O)(=O)=O)=CC=1>[N+:1]([C:4]1[CH:9]=[CH:8][CH:7]=[C:6]([O:10][CH:13]2[CH2:14][CH2:15][CH2:16][CH2:17][O:12]2)[C:5]=1[OH:11])([O-:3])=[O:2] |f:3.4|. Procedure details: To a solution of 3-nitrobenzene-1,2-diol (2.78 g) and 3,4-dihydro-2H-pyrane (1.81 g) in benzene (39 ml) was added p-toluenesulfonic acid monohydrate (5 mg) at ambient temperature, and the mixture was stirred for 24 hours. The reaction mixture was washed with saturated sodium bicarbonate solution, dried over magnesium sulfate and evaporated in vacuo. The residue was purified by silica gel column chromatography (chloroform—methanol) and crystallized with n-hexane to give 2-nitro-6-(tetrahydropyran... Reagents/catalysts: O.C1(=CC=C(C=C1)S(=O)(=O)O)C (p-toluenesulfonic acid monohydrate). The yield is 54.1%. The solvent is C1=CC=CC=C1 (benzene). The product is [N+](=O)([O-])C1=C(C(=CC=C1)OC1OCCCC1)O (2-nitro-6-(tetrahydropyran-2-yloxy)phenol). Starting materials: [N+](=O)([O-])C1=C(C(=CC=C1)O)O (3-nitrobenzene-1,2-diol), O1CCCC=C1 (3,4-dihydro-2H-pyrane). Run at time 24 hour. Reactants: C(C)(CC)[B-](C1=CC=CC=C1)(C1=CC=CC=C1)C1=CC=CC=C1.[Li+] (lithium sec-butyltriphenylborate), F[B-](F)(F)F.C1(=CC=CC=C1)[S+](CC(=C(C#N)C#N)C1=CC=CC=C1)C1=CC=CC=C1 (diphenyl(3,3-dicyano-2-phenyl-2-propenyl)sulfonium tetrafluoroborate), O (water), resultant mixture. Solvent: C(C)#N (acetonitrile), C(C)#N (acetonitrile). The product is C1(=CC=CC=C1)[S+](CC(=C(C#N)C#N)C1=CC=CC=C1)C1=CC=CC=C1.C(C)(CC)[B-](C1=CC=CC=C1)(C1=CC=CC=C1)C1=CC=CC=C1 (diphenyl(3,3-dicyano-2-phenyl-2-propenyl)sulfonium (sec-butyl)triphenylborate). Isolated yield 40.2%. RXN SMILES: [CH:1]([B-:5]([C:18]1[CH:23]=[CH:22][CH:21]=[CH:20][CH:19]=1)([C:12]1[CH:17]=[CH:16][CH:15]=[CH:14][CH:13]=1)[C:6]1[CH:11]=[CH:10][CH:9]=[CH:8][CH:7]=1)([CH2:3][CH3:4])[CH3:2].[Li+].F[B-](F)(F)F.[C:30]1([S+:36]([C:50]2[CH:55]=[CH:54][CH:53]=[CH:52][CH:51]=2)[CH2:37][C:38]([C:44]2[CH:49]=[CH:48][CH:47]=[CH:46][CH:45]=2)=[C:39]([C:42]#[N:43])[C:40]#[N:41])[CH:35]=[CH:34][CH:33]=[CH:32][CH:31]=1.O>C(#N)C>[C:30]1([S+:36]([C:50]2[CH:55]=[CH:54][CH:53]=[CH:52][CH:51]=2)[CH2:37][C:38]([C:44]2[CH:45]=[CH:46][CH:47]=[CH:48][CH:49]=2)=[C:39]([C:40]#[N:41])[C:42]#[N:43])[CH:31]=[CH:32][CH:33]=[CH:34][CH:35]=1.[CH:1]([B-:5]([C:18]1[CH:23]=[CH:22][CH:21]=[CH:20][CH:19]=1)([C:6]1[CH:7]=[CH:8][CH:9]=[CH:10][CH:11]=1)[C:12]1[CH:17]=[CH:16][CH:15]=[CH:14][CH:13]=1)([CH2:3][CH3:4])[CH3:2] |f:0.1,2.3,6.7|. Procedure details: A solution of 3.35 g of lithium sec-butyltriphenylborate in 50 ml of acetonitrile was added to a solution of 5.00 g of diphenyl(3,3-dicyano-2-phenyl-2-propenyl)sulfonium tetrafluoroborate in 100 ml of acetonitrile, and the resultant mixture was stirred at room temperature for 30 minutes. Then, 200 ml of water was added. The resultant precipitate of a yellow oily component was recovered, and 100 ml of dichloromethane was added. The dichloromethane layer was washed with water, dried and concentrat...